The task is: describe an organic reaction: reactants, conditions, products, and yield. This data is from the Open Reaction Database (ORD), a public repository of structured organic reaction records. Starting materials: COc1cccc(CCN(C)CCCC(C#N)c2cc(OC)cc(OC)c2)c1, Cc1ccccc1, CC(C)Br, [NH2-], [Na], O. Yields the product COc1cccc(CCN(C)CCCC(C#N)(c2cc(OC)cc(OC)c2)C(C)C)c1. RXN SMILES: [CH3:1][O:2][c:3]1[cH:4][c:5]([CH2:6][CH2:7][N:8]([CH2:9][CH2:10][CH2:11][CH:12]([C:13]#[N:14])[c:15]2[cH:16][c:17]([O:23][CH3:24])[cH:18][c:19]([O:21][CH3:22])[cH:20]2)[CH3:25])[cH:26][cH:27][cH:28]1.[CH3:36][c:37]1[cH:38][cH:39][cH:40][cH:41][cH:42]1.[CH:31]([CH3:32])([CH3:33])[Br:34].[NH2-:30].[Na:29].[OH2:35]>>[CH3:1][O:2][c:3]1[cH:4][c:5]([CH2:6][CH2:7][N:8]([CH2:9][CH2:10][CH2:11][C:12]([C:13]#[N:14])([c:15]2[cH:16][c:17]([O:23][CH3:24])[cH:18][c:19]([O:21][CH3:22])[cH:20]2)[CH:31]([CH3:32])[CH3:33])[CH3:25])[cH:26][cH:27][cH:28]1. Reactants: CC1=C(C=CC(=C1)C(=O)C)O (4-hydroxy-3-methylacetophenone), BrCCCCl (1-bromo-3-chloropropane), C([O-])([O-])=O.[K+].[K+] (potassium carbonate). Run in CC(=O)C (acetone). Product: ClCCCOC1=C(C=C(C=C1)C(C)=O)C (1-[4-(3-Chloropropoxy)-3-methylphenyl]ethanone). Isolated yield 95.1%. RXN SMILES: [CH3:1][C:2]1[CH:7]=[C:6]([C:8]([CH3:10])=[O:9])[CH:5]=[CH:4][C:3]=1[OH:11].Br[CH2:13][CH2:14][CH2:15][Cl:16].C(=O)([O-])[O-].[K+].[K+]>CC(C)=O>[Cl:16][CH2:15][CH2:14][CH2:13][O:11][C:3]1[CH:4]=[CH:5][C:6]([C:8](=[O:9])[CH3:10])=[CH:7][C:2]=1[CH3:1] |f:2.3.4|. Reported procedure: A mixture of 25 g (0.166 mole) of 4-hydroxy-3-methylacetophenone, 45.8 g (0.33 mole) of 1-bromo-3-chloropropane and 69.1 g (0.5 mole) of anhydrous potassium carbonate in 500 ml of acetone was heated at reflux for 20 hr. The mixture was cooled, filtered, and the filtrate concentrated under reduced pressure to give an oil as residue. The oil was crystallized in petroluem ether. The solid was collected by filtration, washed with petroleum ether and dried to yield 35.8 g (95%) of an off-white powder... Product: CCOC(=O)C(Cc1c[nH]c2cc(Cl)cc(Cl)c12)=NO. RXN SMILES: [Br:18][CH2:19][C:20]([C:21](=[O:22])[O:23][CH2:24][CH3:25])=[N:26][OH:27].[C:12](=[O:13])([O-:14])[O-:15].[CH2:28]([Cl:29])[Cl:30].[Cl:1][c:2]1[c:3]2[cH:4][cH:5][nH:6][c:7]2[cH:8][c:9]([Cl:11])[cH:10]1.[K+:16].[K+:17]>>[Cl:1][c:2]1[c:3]2[c:4]([CH2:19][C:20]([C:21](=[O:22])[O:23][CH2:24][CH3:25])=[N:26][OH:27])[cH:5][nH:6][c:7]2[cH:8][c:9]([Cl:11])[cH:10]1. Reactants: CCOC(=O)C(CBr)=NO, O=C([O-])[O-], ClCCl, Clc1cc(Cl)c2cc[nH]c2c1, [K+], [K+]. The reactants are CCO, CCC(=O)c1ccc(Cl)cc1, Cl, Cl, NO, [Na+], [OH-], O. The product is CCC(=NO)c1ccc(Cl)cc1. RXN SMILES: [CH3:19][CH2:20][OH:21].[Cl:1][c:2]1[cH:3][cH:4][c:5]([C:8]([CH2:9][CH3:10])=[O:11])[cH:6][cH:7]1.[ClH:12].[ClH:17].[NH2:13][OH:14].[Na+:16].[OH-:15].[OH2:18]>>[Cl:1][c:2]1[cH:3][cH:4][c:5]([C:8]([CH2:9][CH3:10])=[N:13][OH:14])[cH:6][cH:7]1. Reactants: Clc1nc(Cl)c2cccc(Br)c2n1, C1COCCN1, ClCCl. The product is Clc1nc(N2CCOCC2)c2cccc(Br)c2n1. As a reaction SMILES: [Br:1][c:2]1[cH:3][cH:4][cH:5][c:6]2[c:7]([Cl:13])[n:8][c:9]([Cl:12])[n:10][c:11]12.[CH2:14]1[CH2:15][O:16][CH2:17][CH2:18][NH:19]1.[Cl:20][CH2:21][Cl:22]>>[Br:1][c:2]1[cH:3][cH:4][cH:5][c:6]2[c:7]([N:19]3[CH2:14][CH2:15][O:16][CH2:17][CH2:18]3)[n:8][c:9]([Cl:12])[n:10][c:11]12.